Dataset: the Open Reaction Database (ORD), a public repository of structured organic reaction records. Task: describe an organic reaction: reactants, conditions, products, and yield Reactants: BrC=1C=C2C(=NN(C2=CC1)C)I (5-bromo-3-iodo-1-methyl-1H-indazole), COCC#C (3-methoxypropyne). The reagents and catalysts are [Cu]I (copper(I) iodide), Cl[Pd]([P](C1=CC=CC=C1)(C2=CC=CC=C2)C3=CC=CC=C3)([P](C4=CC=CC=C4)(C5=CC=CC=C5)C6=CC=CC=C6)Cl (bis(triphenylphosphine)palladium(II) chloride). Run in O (water), CN(C=O)C (N,N-dimethylformamide), C(C)N(CC)CC (triethylamine). Run at temperature 60 celsius, time 1 hour. Yields the product BrC=1C=C2C(=NN(C2=CC1)C)C#CCOC (5-Bromo-3-(3-methoxyprop-1-ynyl)-1-methyl-1H-indazole), SiO2. Reaction SMILES: [Br:1][C:2]1[CH:3]=[C:4]2[C:8](=[CH:9][CH:10]=1)[N:7]([CH3:11])[N:6]=[C:5]2I.[CH3:13][O:14][CH2:15][C:16]#[CH:17]>CN(C)C=O.C(N(CC)CC)C.O.[Cu]I.Cl[Pd](Cl)([P](C1C=CC=CC=1)(C1C=CC=CC=1)C1C=CC=CC=1)[P](C1C=CC=CC=1)(C1C=CC=CC=1)C1C=CC=CC=1>[Br:1][C:2]1[CH:3]=[C:4]2[C:8](=[CH:9][CH:10]=1)[N:7]([CH3:11])[N:6]=[C:5]2[C:17]#[C:16][CH2:15][O:14][CH3:13] |^1:35,54|. Procedure details: A solution of 81.67 g of 5-bromo-3-iodo-1-methyl-1H-indazole in 750 ml of N,N-dimethylformamide and 335 ml of triethylamine is admixed at room temperature under argon with 25 ml of 3-methoxypropyne, 5.5 g of copper(I) iodide and 10 g of bis(triphenylphosphine)palladium(II) chloride, and subsequently heated to 60° C. After 1 hour, the reaction mixture is cooled to room temperature, diluted with water and extracted with ethyl acetate (4×). The combined organic phases are dried over sodium sulphate... Reactants: C(CCCCCCC)C=1C=C2CC(C(C2=CC1)=C)=O (5-Octyl-1-methylene-indan-2-one), CCOCC (ether), C(C)(=O)NC(C(=O)OCC)C(=O)OCC (Diethyl acetamidomalonate), [H-].[Na+] (Sodium hydride). Yields the product COC(C(C(=O)OC)(CC1C(CC2=CC(=CC=C12)CCCCCCCC)=O)NC(C)=O)=O (2-Acetylamino-2-(5-octyl-2-oxo-indan-1-ylmethyl)-malonic acid dimethyl ester). The solvent is C1CCOC1 (THF), O (water), C1CCOC1 (THF). Procedure details: Diethyl acetamidomalonate (4.55 g, 21.0 mmol) is dissolved in THF (40 mL). Sodium hydride (0.600 g, 25.0 mmol) is added. The reaction is brought to reflux for 2.0 hours. The residue (compound 16) from Example 12, dissolved in THF (40 mL) is added. The reaction is maintained at reflux for an additional 4 hours, cooled, and poured into a separatory funnel containing ether (100 mL) and water (75 mL). The ether layer is separated and the aqueous layer is re-extracted with ether (100 mL). The combine... As a reaction SMILES: [C:1]([NH:4][CH:5]([C:11]([O:13][CH2:14]C)=[O:12])[C:6]([O:8][CH2:9]C)=[O:7])(=[O:3])[CH3:2].[H-].[Na+].[CH2:18]([C:26]1[CH:27]=[C:28]2[C:32](=[CH:33][CH:34]=1)[C:31](=[CH2:35])[C:30](=[O:36])[CH2:29]2)[CH2:19][CH2:20][CH2:21][CH2:22][CH2:23][CH2:24][CH3:25].CCOCC>C1COCC1.O>[CH3:14][O:13][C:11](=[O:12])[C:5]([NH:4][C:1](=[O:3])[CH3:2])([CH2:35][CH:31]1[C:32]2[C:28](=[CH:27][C:26]([CH2:18][CH2:19][CH2:20][CH2:21][CH2:22][CH2:23][CH2:24][CH3:25])=[CH:34][CH:33]=2)[CH2:29][C:30]1=[O:36])[C:6]([O:8][CH3:9])=[O:7] |f:1.2|. Product: CC1(C)COC(c2ccc(N)cc2)=N1. Reaction SMILES: [CH3:17][O:18][CH2:19][CH2:20][O:21][CH3:22].[CH3:1][C:2]([CH2:3][OH:4])([CH3:5])[NH:6][C:7]([c:8]1[cH:9][cH:10][c:11]([NH2:14])[cH:12][cH:13]1)=[O:15].[ClH:16]>>[CH3:1][C:2]1([CH3:5])[CH2:3][O:15][C:7]([c:8]2[cH:9][cH:10][c:11]([NH2:14])[cH:12][cH:13]2)=[N:6]1. The reactants are COCCOC, CC(C)(CO)NC(=O)c1ccc(N)cc1, Cl. Starting materials: CCOC(=O)C(N)C=C(C)CP(=O)(O)O, CC(=O)O, CC(=O)[O-], CC(C)=O, Cl, [Na+], O. Yields the product CCOC(=O)C(C=C(C)CP(=O)(O)O)NC(C)C. Reaction SMILES: [CH2:10]([CH3:11])[O:12][C:13]([CH:14]([CH:15]=[C:16]([CH2:17][P:18](=[O:19])([OH:20])[OH:21])[CH3:22])[NH2:23])=[O:24].[CH3:27][C:28](=[O:29])[OH:30].[CH3:2][C:3](=[O:4])[O-:5].[CH3:6][C:7]([CH3:8])=[O:9].[ClH:25].[Na+:1].[OH2:26]>>[CH3:6][CH:7]([CH3:8])[NH:23][CH:14]([C:13]([O:12][CH2:10][CH3:11])=[O:24])[CH:15]=[C:16]([CH2:17][P:18](=[O:19])([OH:20])[OH:21])[CH3:22]. Starting materials: NN=CC1=CC=C(C=C1)C(=O)NC=1C=CC2=C(CN(C(C(N2)CC(=O)OC)=O)CCC2=CC=CC=C2)C1 (methyl 7-[[[4-(aminoiminomethyl)phenyl]carbonyl]amino]-3-oxo-4-(2-phenylethyl)-1,3,4,5-tetrahydro-2H-1,4-benzodiazepine-2-acetate). Run in CS(=O)C (DMSO). The product is NN=CC1=CC=C(C=C1)C(=O)NC=1C=CC2=C(CN(C(C(=N2)CC(=O)OC)=O)CCC2=CC=CC=C2)C1 (methyl 7-[[[4-(aminoiminomethyl)phenyl]carbonyl]amino]-3-oxo-4-(2-phenylethyl)-4,5-dihydro-3H-1,4-benzodiazepine-2-acetate). As a reaction SMILES: [NH2:1][N:2]=[CH:3][C:4]1[CH:9]=[CH:8][C:7]([C:10]([NH:12][C:13]2[CH:14]=[CH:15][C:16]3[NH:22][CH:21]([CH2:23][C:24]([O:26][CH3:27])=[O:25])[C:20](=[O:28])[N:19]([CH2:29][CH2:30][C:31]4[CH:36]=[CH:35][CH:34]=[CH:33][CH:32]=4)[CH2:18][C:17]=3[CH:37]=2)=[O:11])=[CH:6][CH:5]=1>CS(C)=O>[NH2:1][N:2]=[CH:3][C:4]1[CH:5]=[CH:6][C:7]([C:10]([NH:12][C:13]2[CH:14]=[CH:15][C:16]3[N:22]=[C:21]([CH2:23][C:24]([O:26][CH3:27])=[O:25])[C:20](=[O:28])[N:19]([CH2:29][CH2:30][C:31]4[CH:32]=[CH:33][CH:34]=[CH:35][CH:36]=4)[CH2:18][C:17]=3[CH:37]=2)=[O:11])=[CH:8][CH:9]=1. Procedure: The compound of Example 8 was dissolved in DMSO and air was bubbled through the solution overnight. The mixture was quenched with ice water and filtered to give a crude solid which was flash chromatographed (octadecylsilane silica gel, 60% CH3CN/H2O/0.1% TFA) to yield the title compound. MS(ES) 498 [M+H]+, 496 [M-H]- ; Anal. (C28H27N5O4.1.85 TFA.0.25 H2O) calcd: C, 53.40; H, 4.15; N, 9.82. found: C, 53.52; H, 4.42; N, 9.72. Reactants: O=C([O-])[O-], CCCC[N+](CCCC)(CCCC)CCCC, CN(C)C=O, [Cs+], [Cs+], [F-], C[Si](C)(C)C(F)(F)F, Cc1noc(=O)c2ccc(NC(=O)C(=O)CC(C)(C)c3cccc4c3OCO4)cc12, O. The product is Cc1noc(=O)c2ccc(NC(=O)C(O)(CC(C)(C)c3cccc4c3OCO4)C(F)(F)F)cc12. Reaction SMILES: [C:39](=[O:40])([O-:41])[O-:42].[CH3:46][CH2:47][CH2:48][CH2:49][N+:50]([CH2:51][CH2:52][CH2:53][CH3:54])([CH2:55][CH2:56][CH2:57][CH3:58])[CH2:59][CH2:60][CH2:61][CH3:62].[CH3:63][N:64]([CH3:65])[CH:66]=[O:67].[Cs+:43].[Cs+:44].[F-:45].[F:31][C:32]([F:33])([F:34])[Si:35]([CH3:36])([CH3:37])[CH3:38].[O:1]1[CH2:2][O:3][c:4]2[c:5]1[cH:6][cH:7][cH:8][c:9]2[C:10]([CH2:11][C:12]([C:13](=[O:14])[NH:15][c:16]1[cH:17][cH:18][c:19]2[c:20]([c:21]([CH3:26])[n:22][o:23][c:24]2=[O:25])[cH:27]1)=[O:28])([CH3:29])[CH3:30].[OH2:68]>>[O:1]1[CH2:2][O:3][c:4]2[c:5]1[cH:6][cH:7][cH:8][c:9]2[C:10]([CH2:11][C:12]([C:13](=[O:14])[NH:15][c:16]1[cH:17][cH:18][c:19]2[c:20]([c:21]([CH3:26])[n:22][o:23][c:24]2=[O:25])[cH:27]1)([OH:28])[C:32]([F:31])([F:33])[F:34])([CH3:29])[CH3:30]. Reactants: CS(=O)(=O)C=1C=C(C=C(C1OCCC)OCC#CCN1C(C=2C(C1=O)=CC=CC2)=O)[C@@H]2O[C@H](CC2)C2=CC(=C(C(=C2)OC)OC)OC (trans-2-[3-methylsulfonyl-5-(4-phthalimido-but-2-ynyloxy)-4-propyloxyphenyl]-5-(3,4,5-trimethoxyphenyl)-tetrahydrofuran), O.NN (hydrazine hydrate). Solvent: C(C)O (ethanol). Yields the product NCC#CCOC=1C=C(C=C(C1OCCC)S(=O)(=O)C)[C@@H]1O[C@H](CC1)C1=CC(=C(C(=C1)OC)OC)OC (trans-2-[3-(4-amino-but-2-ynyloxy) -5-methylsulfonyl-4-propyloxyphenyl]-5-(3,4,5-trimethoxyphenyl)tetrahydrofuran). The yield is 50.0%. RXN SMILES: [CH3:1][S:2]([C:5]1[CH:6]=[C:7]([C@H:31]2[CH2:35][CH2:34][C@H:33]([C:36]3[CH:41]=[C:40]([O:42][CH3:43])[C:39]([O:44][CH3:45])=[C:38]([O:46][CH3:47])[CH:37]=3)[O:32]2)[CH:8]=[C:9]([O:15][CH2:16][C:17]#[C:18][CH2:19][N:20]2C(=O)C3=CC=CC=C3C2=O)[C:10]=1[O:11][CH2:12][CH2:13][CH3:14])(=[O:4])=[O:3].O.NN>C(O)C>[NH2:20][CH2:19][C:18]#[C:17][CH2:16][O:15][C:9]1[CH:8]=[C:7]([C@H:31]2[CH2:35][CH2:34][C@H:33]([C:36]3[CH:37]=[C:38]([O:46][CH3:47])[C:39]([O:44][CH3:45])=[C:40]([O:42][CH3:43])[CH:41]=3)[O:32]2)[CH:6]=[C:5]([S:2]([CH3:1])(=[O:4])=[O:3])[C:10]=1[O:11][CH2:12][CH2:13][CH3:14] |f:1.2|. Reported procedure: To a solution of trans-2-[3-methylsulfonyl-5-(4-phthalimido-but-2-ynyloxy)-4-propyloxyphenyl]-5-(3,4,5-trimethoxyphenyl)-tetrahydrofuran. (244, whole amount obtained from the previous step) in ethanol (5.0 mL) was added hydrazine hydrate (136 mL, 2.8 mmol). The resulting solution was refluxed overnight. The ethanol was removed in vacuo and the residue was diluted with methylene chloride (25 mL) and water (25 mL). The layers were separated and the water layer was extracted with methylene chloride... Reactants: C1(CCCC1)C(CCCC=O)C (5-Cyclopentylhexanal), [BH4-].[Na+] (sodium borohydride), Cl (HCl), solvent. Solvent: C(C)O (ethanol), CC(C)(C)OC (MTBE). Conditions: time 2 hour. Yields the product C1(CCCC1)C(CCCCO)C (5-cyclopentylhexan-1-ol). Isolated yield 79.9%. As a reaction SMILES: [CH:1]1([CH:6]([CH3:12])[CH2:7][CH2:8][CH2:9][CH:10]=[O:11])[CH2:5][CH2:4][CH2:3][CH2:2]1.[BH4-].[Na+].Cl>C(O)C.CC(OC)(C)C>[CH:1]1([CH:6]([CH3:12])[CH2:7][CH2:8][CH2:9][CH2:10][OH:11])[CH2:5][CH2:4][CH2:3][CH2:2]1 |f:1.2|. Procedure: 5-Cyclopentylhexanal (4.2 g; 25 mmol) in ethanol (40 ml) was added to sodium borohydride (1.2 g; 32 mmol) suspended in the same solvent (50 ml) at 10° C. The reaction mixture was stirred at room temperature for 2 hours and then 1 N HCl (50 ml) was added dropwise at 0° C. The mixture was diluted with MTBE (150 ml), the organic layer separated, washed with brine (3×250 ml), dried (MgSO4), concentrated in vacuo, and bulb-to-bulb distilled (125° C./0.2 torr) to give 3.4 g (80% yield) of 5-cyclopenty... The reactants are OC(CN(CCCN)CC(CO)O)CO (N,N-di-(2,3-dihydroxypropyl)trimethylenediamine), C1C(O1)CO (Glycidol). The solvent is CO (methanol). Yields the product OC(CN(CCCNCC(CO)O)CC(CO)O)CO (N,N,N'-Tri-(2,3-dihydroxypropyl)trimethylenediamine). Reaction SMILES: [OH:1][CH:2]([CH2:14][OH:15])[CH2:3][N:4]([CH2:9][CH:10]([OH:13])[CH2:11][OH:12])[CH2:5][CH2:6][CH2:7][NH2:8].[CH2:16]1[O:18][CH:17]1[CH2:19][OH:20]>CO>[OH:1][CH:2]([CH2:14][OH:15])[CH2:3][N:4]([CH2:9][CH:10]([OH:13])[CH2:11][OH:12])[CH2:5][CH2:6][CH2:7][NH:8][CH2:16][CH:17]([OH:18])[CH2:19][OH:20]. Reported procedure: N,N-di-(2,3-dihydroxypropyl)trimethylenediamine (11.1 g., 0.05 mole) is dissolved in 125 ml. of methanol and heated under reflux with agitation. Glycidol (3.7 g., 0.05 mole) is added dropwise over a period of 1.5 hour and the solution mixed an additional hour at 60° C.-80° C. The methyl alcohol and other volatiles are removed by stripping under reduced pressure to leave the product suitable for use in the next steps.